Task: describe an organic reaction: reactants, conditions, products, and yield. Dataset: the Open Reaction Database (ORD), a public repository of structured organic reaction records Starting materials: ClC=1C=CC(=C(CN2N=C(C=C2C)C=O)C1)OCC1=CC=C(C=C1)Cl (1-[5-Chloro-2-(4-chloro-benzyloxy)-benzyl]-5-methyl-1H-pyrazole-3-carbaldehyde), [Li+].[Cl-] (LiCl), CC(C)(C(=O)[O-])P(=O)(O)OC (trimethylphosphonoacetate), C1CCC2=NCCCN2CC1 (DBU). Run in CC#N (CH3CN). The product is COC(\C=C\C1=NN(C(=C1)C)CC1=C(C=CC(=C1)Cl)OCC1=CC=C(C=C1)Cl)=O ((E)-3-{1-[5-Chloro-2-(4-chloro-benzyloxy)-benzyl]-5-methyl-1H-pyrazol-3-yl}-acrylic Acid Methyl Ester). RXN SMILES: [Cl:1][C:2]1[CH:3]=[CH:4][C:5]([O:17][CH2:18][C:19]2[CH:24]=[CH:23][C:22]([Cl:25])=[CH:21][CH:20]=2)=[C:6]([CH:16]=1)[CH2:7][N:8]1[C:12]([CH3:13])=[CH:11][C:10](C=O)=[N:9]1.[Li+].[Cl-].C[C:29](P(OC)(O)=O)([C:31]([O-:33])=[O:32])[CH3:30].[CH2:39]1CCN2C(=NCCC2)CC1>CC#N>[CH3:39][O:33][C:31](=[O:32])/[CH:29]=[CH:30]/[C:10]1[CH:11]=[C:12]([CH3:13])[N:8]([CH2:7][C:6]2[CH:16]=[C:2]([Cl:1])[CH:3]=[CH:4][C:5]=2[O:17][CH2:18][C:19]2[CH:24]=[CH:23][C:22]([Cl:25])=[CH:21][CH:20]=2)[N:9]=1 |f:1.2|. Reported procedure: A solution of aldehyde 5 (0.25 g, 0.65 mmol), LiCl (0.03 g, 1.21 mmol), trimethylphosphonoacetate (0.11 mL, 0.71 mmol) and DBU (0.19 mL, 1.21 mmol) in CH3CN (10 mL) was stirred under a N2 atmosphere at RT for 2 h. The reaction mixture was partitioned between 2 M HCl (15 mL) and EtOAc (20 mL). The organic layer was separated, washed with sat. NaHCO3 (15 mL), brine (15 mL), dried (Na2SO4) and the volatiles were removed in vacuo to give a crude ester 6, 0.31 g (99%). The reactants are C1=CC=CC=2C3=CC=CC=C3N(C12)CC#CC#CCCCCO (9-(N-carbazolyl)-5,7-nonadiyn-1-ol), CN=C=O (methylisocyanate), C1=CC=CC=2C3=CC=CC=C3N(C12)CC#CC#CCCCCO (9-(N-carbazolyl)-5,7-nonadiyn-1-ol), C1=CC=CC=2C3=CC=CC=C3N(C12)CC#C (3-(N-carbazolyl)-1-propyne), BrC#CCCCCO (6-bromo-5-hexyn-1-ol), C(CCCC#C)O (5-hexyn-1-ol), Br[O-].[Na+] (sodium hypobromite). Yields the product CNC(=O)OCC.C1=CC=CC=2C3=CC=CC=C3N(C12)CC#CC#CCCCCO (9-(N-carbazolyl)-5,7-nonadiyn-1-ol methylurethane). Reaction SMILES: [CH:1]1[C:13]2[N:12]([CH2:14][C:15]#[C:16][C:17]#[C:18][CH2:19][CH2:20][CH2:21][CH2:22][OH:23])[C:11]3[C:6](=[CH:7][CH:8]=[CH:9][CH:10]=3)[C:5]=2[CH:4]=[CH:3][CH:2]=1.C1C2N(CC#C)C3C(=CC=CC=3)C=2C=CC=1.BrC#CCCCCO.C(O)CCCC#C.Br[O-].[Na+].[CH3:58][N:59]=[C:60]=[O:61]>>[CH3:58][NH:59][C:60]([O:23][CH2:22][CH3:21])=[O:61].[CH:10]1[C:11]2[N:12]([CH2:14][C:15]#[C:16][C:17]#[C:18][CH2:19][CH2:20][CH2:21][CH2:22][OH:23])[C:13]3[C:5](=[CH:4][CH:3]=[CH:2][CH:1]=3)[C:6]=2[CH:7]=[CH:8][CH:9]=1 |f:4.5,7.8|. Procedure: For example, 9-(N-carbazolyl)-5,7-nonadiyn-1-ol (5) is synthesized in about 80% yield by cross coupling of 3-(N-carbazolyl)-1-propyne (3) with 6-bromo-5-hexyn-1-ol (6), which, in turn, is synthesized from 5-hexyn-1-ol with sodium hypobromite. Reaction of (5) with methylisocyanate (7) gives 9-(N-carbazolyl)-5,7-nonadiyn-1-ol methylurethane (8) in almost quantitative yield. ##STR12## Starting materials: C(CC)C1=NC=CC(=C1)C=1SC=C(N1)C1=CC=C(C=C1)N (4-(2-(2-propylpyridin-4-yl)thiazol-4-yl)benzenamine), N1=CC=CC=C1 (pyridine), CS(=O)(=O)Cl (methanesulfonyl chloride), C(CC(O)(C(=O)O)CC(=O)O)(=O)O (citric acid). Solvent: C(Cl)Cl (CH2Cl2). Conditions: time 0.5 hour. Yields the product C(CC)C1=NC=CC(=C1)C=1SC=C(N1)C1=CC=C(C=C1)NS(=O)(=O)C (N-(4-(2-(2-propylpyridin-4-yl)thiazol-4-yl)phenyl)methanesulfonamide). The yield is 86.9%. As a reaction SMILES: [CH3:1][S:2](Cl)(=[O:4])=[O:3].[CH2:6]([C:9]1[CH:14]=[C:13]([C:15]2[S:16][CH:17]=[C:18]([C:20]3[CH:25]=[CH:24][C:23]([NH2:26])=[CH:22][CH:21]=3)[N:19]=2)[CH:12]=[CH:11][N:10]=1)[CH2:7][CH3:8].N1C=CC=CC=1.C(O)(=O)CC(CC(O)=O)(C(O)=O)O>C(Cl)Cl>[CH2:6]([C:9]1[CH:14]=[C:13]([C:15]2[S:16][CH:17]=[C:18]([C:20]3[CH:21]=[CH:22][C:23]([NH:26][S:2]([CH3:1])(=[O:4])=[O:3])=[CH:24][CH:25]=3)[N:19]=2)[CH:12]=[CH:11][N:10]=1)[CH2:7][CH3:8]. Procedure details: In reaction (d) methanesulfonyl chloride (0.23 mL, 2.97 mmol) was added to a stirred solution of 16 (800 mg, 2.71 mmol) and pyridine (0.66 mL, 8.1 mmol) in CH2Cl2 (20 mL) at 0° C. After being stirred for 0.5 h, the mixture was poured into 2 M citric acid solution and extracted with EtOAc. The combined extracts were washed with saturated NaHCO3 solution and brine, dried over Na2SO4, and concentrated to produce N-(4-(2-(2-propylpyridin-4-yl)thiazol-4-yl)phenyl)methanesulfonamide 19 (880 mg, 87%) a... The reactants are ClCCl, CC(=O)OC(C)=O, O, CC(=O)CC(O)CCc1ccccc1, c1ccncc1. The product is CC(=O)CC(CCc1ccccc1)OC(C)=O. As a reaction SMILES: [CH2:29]([Cl:30])[Cl:31].[CH3:15][C:16](=[O:17])[O:18][C:19](=[O:20])[CH3:21].[OH2:28].[OH:1][CH:2]([CH2:3][C:4]([CH3:5])=[O:6])[CH2:7][CH2:8][c:9]1[cH:10][cH:11][cH:12][cH:13][cH:14]1.[cH:22]1[cH:23][cH:24][n:25][cH:26][cH:27]1>>[O:1]([CH:2]([CH2:3][C:4]([CH3:5])=[O:6])[CH2:7][CH2:8][c:9]1[cH:10][cH:11][cH:12][cH:13][cH:14]1)[C:16]([CH3:15])=[O:17]. Reactants: C(#N)C1=CC=C(C=C1)N1N=CC(=C1C=1C(N(C(N(C1C)C1=CC(=CC=C1)C(F)(F)F)=O)C)=O)C(=O)O (1-(4-cyanophenyl)-5-(3,6-dimethyl-2,4-dioxo-1-(3-(trifluoromethyl)phenyl)-1,2,3,4-tetrahydropyrimidin-5-yl)-1H-pyrazole-4-carboxylic acid), CN(CCCCO)C (4-dimethylaminobutanol), ON1N=NC2=C1N=CC=C2 (1-hydroxy-7-azabenzotriazole), Cl.C(C)N=C=NCCCN(C)C (1-ethyl-3-(3-dimethylaminopropyl)carbodiimide hydrochloride), C(O)([O-])=O.[Na+] (sodium hydrogen carbonate). Run in C(C)#N (acetonitrile), C(C)(=O)OCC (ethyl acetate). Product: C(#N)C1=CC=C(C=C1)N1N=CC(=C1C=1C(N(C(N(C1C)C1=CC(=CC=C1)C(F)(F)F)=O)C)=O)C(=O)OCCCCN(C)C (4-(dimethylamino)butyl 1-(4-cyanophenyl)-5-(3,6-dimethyl-2,4-dioxo-1-(3-trifluoromethylphenyl)-1,2,3,4-tetrahydropyrimidin-5-yl)-1H-pyrazole-4-carboxylate). As a reaction SMILES: [C:1]([C:3]1[CH:8]=[CH:7][C:6]([N:9]2[C:13]([C:14]3[C:15](=[O:33])[N:16]([CH3:32])[C:17](=[O:31])[N:18]([C:21]4[CH:26]=[CH:25][CH:24]=[C:23]([C:27]([F:30])([F:29])[F:28])[CH:22]=4)[C:19]=3[CH3:20])=[C:12]([C:34]([OH:36])=[O:35])[CH:11]=[N:10]2)=[CH:5][CH:4]=1)#[N:2].[CH3:37][N:38]([CH3:44])[CH2:39][CH2:40][CH2:41][CH2:42]O.ON1C2N=CC=CC=2N=N1.Cl.C(N=C=NCCCN(C)C)C.C(=O)([O-])O.[Na+]>C(#N)C.C(OCC)(=O)C>[C:1]([C:3]1[CH:4]=[CH:5][C:6]([N:9]2[C:13]([C:14]3[C:15](=[O:33])[N:16]([CH3:32])[C:17](=[O:31])[N:18]([C:21]4[CH:26]=[CH:25][CH:24]=[C:23]([C:27]([F:30])([F:28])[F:29])[CH:22]=4)[C:19]=3[CH3:20])=[C:12]([C:34]([O:36][CH2:42][CH2:41][CH2:40][CH2:39][N:38]([CH3:44])[CH3:37])=[O:35])[CH:11]=[N:10]2)=[CH:7][CH:8]=1)#[N:2] |f:3.4,5.6|. Procedure: To a solution of 1-(4-cyanophenyl)-5-(3,6-dimethyl-2,4-dioxo-1-(3-trifluoromethylphenyl)-1,2,3,4-tetrahydropyrimidin-5-yl)-1H-pyrazole-4-carboxylic acid (prepared in Example 132) (153 mg) in acetonitrile (5 ml) was added 4-dimethylaminobutanol (0.21 ml), 1-hydroxy-7-azabenzotriazole (126 mg) and 1-ethyl-3-(3-dimethylaminopropyl)carbodiimide hydrochloride (177 mg) and the resulting mixture was stirred at room temperature for sixteen hours. To the reaction solution were added saturated aqueous sod... The reactants are C(C=C)C1=CC(=C(C#N)C=C1)F (4-allyl-2-fluorobenzonitrile), N1=CC=CC=C1 (pyridine), O=[O+][O-] (O3). Solvent: C(Cl)Cl.CO (CH2Cl2 MeOH). Conditions: temperature -78 celsius, time 8 hour. Yields the product FC1=C(C#N)C=CC(=C1)CC=O (2-fluoro-4-(2-oxoethyl)benzonitrile). As a reaction SMILES: [CH2:1]([C:4]1[CH:11]=[CH:10][C:7]([C:8]#[N:9])=[C:6]([F:12])[CH:5]=1)[CH:2]=C.N1C=CC=CC=1.[O:19]=[O+][O-]>C(Cl)Cl.CO>[F:12][C:6]1[CH:5]=[C:4]([CH2:1][CH:2]=[O:19])[CH:11]=[CH:10][C:7]=1[C:8]#[N:9] |f:3.4|. Procedure: A solution of 4-allyl-2-fluorobenzonitrile (1 g, 6.2 mmol) in 1:1 CH2Cl2/MeOH (40 mL) containing pyridine (1 mL, 12.4 mmol) was cooled to −78° C., and O3 was passed through until a blue color was present. N2 was then bubbled through to discharge the blue color and Me2S (5 ml) was added. The reaction mixture was allowed to warm and left overnight. The mixture was washed with 1 N HCl and aqueous NaHCO3 and then dried and concentrated to give crude 2-fluoro-4-(2-oxoethyl)benzonitrile. The material ... Product: COc1ccc2c(c1)CC(N(C)CCCNCCc1cc(OC)c(OC)cc1N)CC2. Starting materials: CCO, COc1ccc2c(c1)CC(N(C)CCCNC(=O)Cc1cc(OC)c(OC)cc1N)CC2. RXN SMILES: [CH3:33][CH2:34][OH:35].[NH2:1][c:2]1[c:3]([CH2:12][C:13](=[O:14])[NH:15][CH2:16][CH2:17][CH2:18][N:19]([CH:20]2[CH2:21][c:22]3[cH:23][c:24]([O:30][CH3:31])[cH:25][cH:26][c:27]3[CH2:28][CH2:29]2)[CH3:32])[cH:4][c:5]([O:10][CH3:11])[c:6]([O:8][CH3:9])[cH:7]1>>[NH2:1][c:2]1[c:3]([CH2:12][CH2:13][NH:15][CH2:16][CH2:17][CH2:18][N:19]([CH:20]2[CH2:21][c:22]3[cH:23][c:24]([O:30][CH3:31])[cH:25][cH:26][c:27]3[CH2:28][CH2:29]2)[CH3:32])[cH:4][c:5]([O:10][CH3:11])[c:6]([O:8][CH3:9])[cH:7]1. Starting materials: CO, CCOCC, O=C(O)C(O)Cc1ccccc1, O=S(=O)(O)O. Product: COC(=O)C(O)Cc1ccccc1. Reaction SMILES: [CH3:18][OH:19].[CH3:20][CH2:21][O:22][CH2:23][CH3:24].[OH:1][CH:2]([C:3](=[O:4])[OH:5])[CH2:6][c:7]1[cH:8][cH:9][cH:10][cH:11][cH:12]1.[S:13](=[O:14])(=[O:15])([OH:16])[OH:17]>>[OH:1][CH:2]([C:3]([O:4][CH3:18])=[O:5])[CH2:6][c:7]1[cH:8][cH:9][cH:10][cH:11][cH:12]1. The reactants are C(C)(=O)Cl (acetyl chloride), C(#N)[Cu] (CuCN), [Li+].[Cl-] (LiCl), FC1=C(C=CC=C1)N1N=NC(=C1)C (1-(2-fluorophenyl)-4-methyl-1H-1,2,3-triazole), [Li]CCCC (n-BuLi), C([O-])([O-])=O.[Na+].[Na+] (sodium carbonate). Run in C1CCOC1 (THF), COCCOC (DME). Reaction conditions: temperature -35 celsius, time 1 hour. Product: FC1=C(C=CC=C1)N1N=NC(=C1C(C)=O)C (1-(1-(2-Fluorophenyl)-4-methyl-1H-1,2,3-triazol-5-yl)ethanone). The yield is 56.3%. As a reaction SMILES: [F:1][C:2]1[CH:7]=[CH:6][CH:5]=[CH:4][C:3]=1[N:8]1[CH:12]=[C:11]([CH3:13])[N:10]=[N:9]1.[Li]CCCC.C([Cu])#N.[Li+].[Cl-].[C:24](Cl)(=[O:26])[CH3:25].C(=O)([O-])[O-].[Na+].[Na+]>COCCOC.C1COCC1>[F:1][C:2]1[CH:7]=[CH:6][CH:5]=[CH:4][C:3]=1[N:8]1[C:12]([C:24](=[O:26])[CH3:25])=[C:11]([CH3:13])[N:10]=[N:9]1 |f:3.4,6.7.8|. Procedure: To a suspension of 1-(2-fluorophenyl)-4-methyl-1H-1,2,3-triazole (2.43 g, 13.7 mmol) in DME (40 mL) was added n-BuLi (1.6 M in hexane, 10.3 mL, 16.5 mmol) dropwise at −75° C. The mixture was allowed to warm up to −35° C. and was stirred at −35° C. for 1 h. The reaction mixture was cooled again to −78° C. and a light green suspension of CuCN (1.23 g, 13.7 mmol) and LiCl (1.16 g, 27.4 mmol) in THF (20 mL) was added rapidly while stirring at −78° C. After 1 h the mixture was allowed to warm up to −...